Dataset: the Open Reaction Database (ORD), a public repository of structured organic reaction records. Task: describe an organic reaction: reactants, conditions, products, and yield Starting materials: FC=1C=C2CC(N(CC2=CC1)CCNCC1=CC=C(NC(=O)OCC)C=C1)CC1=CC=C(C=C1)F (4-[[2-[6-fluoro-3-(4-fluorobenzyl)-3,4-dihydroisoquinolin-2(1H)-yl]ethylamino]methyl]-N-ethoxycarbonylaniline), Cl (hydrochloric acid), [OH-].[Li+] (lithium hydroxide), monohydrate, C1CCOC1 (THF). Solvent: O (water). Run at time 8 hour. The product is FC=1C=C2CC(N(CC2=CC1)CCNCC1=CC=C(NCC(=O)O)C=C1)CC1=CC=C(C=C1)F (4-[[2-[6-fluoro-3-(4-fluorobenzyl)-3,4-dihydroisoquinolin-2(1H)-yl]ethylamino]methyl]-N-carboxymethylaniline). Isolated yield 44.2%. Reaction SMILES: [F:1][C:2]1[CH:3]=[C:4]2[C:9](=[CH:10][CH:11]=1)[CH2:8][N:7]([CH2:12][CH2:13][NH:14][CH2:15][C:16]1[CH:27]=[CH:26][C:19]([NH:20]C(OCC)=O)=[CH:18][CH:17]=1)[CH:6]([CH2:28][C:29]1[CH:34]=[CH:33][C:32]([F:35])=[CH:31][CH:30]=1)[CH2:5]2.[OH-:36].[Li+].Cl.[CH2:39]1[CH2:43][O:42]CC1>O>[F:1][C:2]1[CH:3]=[C:4]2[C:9](=[CH:10][CH:11]=1)[CH2:8][N:7]([CH2:12][CH2:13][NH:14][CH2:15][C:16]1[CH:27]=[CH:26][C:19]([NH:20][CH2:39][C:43]([OH:36])=[O:42])=[CH:18][CH:17]=1)[CH:6]([CH2:28][C:29]1[CH:30]=[CH:31][C:32]([F:35])=[CH:33][CH:34]=1)[CH2:5]2 |f:1.2|. Procedure: 4-[[2-[6-fluoro-3-(4-fluorobenzyl)-3,4-dihydroisoquinolin-2(1H)-yl]ethylamino]methyl]-N-ethoxycarbonylaniline (10 mg, 0.02 mmol) obtained in Example 142 and lithium hydroxide.monohydrate (41 mg, 1.0 mmol) were dissolved in 1 mL of THF and 0.5 mL of water, followed by stirring at room temperature overnight. After completion of the reaction, 2N hydrochloric acid was added to the reaction liquid, followed by extraction with chloroform. The organic layer was then washed with saturated brine, dried o... Reactants: CO, O=[N+]([O-])c1cnn(C2CCOCC2)c1. The product is Nc1cnn(C2CCOCC2)c1. RXN SMILES: [CH3:15][OH:16].[N+:1]([O-:2])(=[O:3])[c:4]1[cH:5][n:6][n:7]([CH:9]2[CH2:10][CH2:11][O:12][CH2:13][CH2:14]2)[cH:8]1>>[NH2:1][c:4]1[cH:5][n:6][n:7]([CH:9]2[CH2:10][CH2:11][O:12][CH2:13][CH2:14]2)[cH:8]1. Reactants: COc1cc2nccc(Oc3ccc(N)cc3C)c2cc1OC, Cc1cccc(C(=O)N=C=S)c1, Cc1ccccc1, CCO. The product is COc1cc2nccc(Oc3ccc(NC(=S)NC(=O)c4cccc(C)c4)cc3C)c2cc1OC. Reaction SMILES: [CH3:13][O:14][c:15]1[cH:16][c:17]2[c:18]([O:27][c:28]3[c:29]([CH3:35])[cH:30][c:31]([NH2:32])[cH:33][cH:34]3)[cH:19][cH:20][n:21][c:22]2[cH:23][c:24]1[O:25][CH3:26].[CH3:1][c:2]1[cH:3][c:4]([C:8](=[O:9])[N:10]=[C:11]=[S:12])[cH:5][cH:6][cH:7]1.[CH3:36][c:37]1[cH:38][cH:39][cH:40][cH:41][cH:42]1.[CH3:43][CH2:44][OH:45]>>[CH3:1][c:2]1[cH:3][c:4]([C:8](=[O:9])[NH:10][C:11](=[S:12])[NH:32][c:31]2[cH:30][c:29]([CH3:35])[c:28]([O:27][c:18]3[c:17]4[cH:16][c:15]([O:14][CH3:13])[c:24]([O:25][CH3:26])[cH:23][c:22]4[n:21][cH:20][cH:19]3)[cH:34][cH:33]2)[cH:5][cH:6][cH:7]1. The reactants are BrC(C(=O)O)CC1=CC=CC=C1 (2-bromo-3-phenylpropionic acid), S(=O)(Cl)Cl (thionylchloride). Yields the product BrC(C(=O)Cl)CC1=CC=CC=C1 (2-bromo-3-phenylpropionylchloride). Reaction SMILES: [Br:1][CH:2]([CH2:6][C:7]1[CH:12]=[CH:11][CH:10]=[CH:9][CH:8]=1)[C:3](O)=[O:4].S(Cl)([Cl:15])=O>>[Br:1][CH:2]([CH2:6][C:7]1[CH:12]=[CH:11][CH:10]=[CH:9][CH:8]=1)[C:3]([Cl:15])=[O:4]. Reported procedure: 60.5g of 2-bromo-3-phenylpropionic acid was mixed with 100 ml of thionylchloride and the mixture was refluxed for 3 hours and, after the excess thionylchloride had been distilled off, was distilled under reduced pressure to give 46.2g of 2-bromo-3-phenylpropionylchloride. (b.p. 100°- 101°C/4 mmHg)